This data is from the Open Reaction Database (ORD), a public repository of structured organic reaction records. The task is: describe an organic reaction: reactants, conditions, products, and yield The reactants are O=C([O-])[O-], CCN(CC)CCCl, Cl, Cc1ccc2c(c1)c1c(O)cccc1n2Cc1ccc(F)cc1, [I-], [K+], [K+], [Na+], CN(C)C=O. Yields the product CCN(CC)CCOc1cccc2c1c1cc(C)ccc1n2Cc1ccc(F)cc1. As a reaction SMILES: [C:33](=[O:34])([O-:35])[O-:36].[CH2:25]([CH3:26])[N:27]([CH2:28][CH2:29][Cl:30])[CH2:31][CH3:32].[ClH:24].[F:1][c:2]1[cH:3][cH:4][c:5]([CH2:6][n:7]2[c:8]3[cH:9][cH:10][c:11]([CH3:21])[cH:12][c:13]3[c:14]3[c:15]([OH:20])[cH:16][cH:17][cH:18][c:19]23)[cH:22][cH:23]1.[I-:40].[K+:37].[K+:38].[Na+:39].[O:41]=[CH:42][N:43]([CH3:44])[CH3:45]>>[F:1][c:2]1[cH:3][cH:4][c:5]([CH2:6][n:7]2[c:8]3[cH:9][cH:10][c:11]([CH3:21])[cH:12][c:13]3[c:14]3[c:15]([O:20][CH2:29][CH2:28][N:27]([CH2:25][CH3:26])[CH2:31][CH3:32])[cH:16][cH:17][cH:18][c:19]23)[cH:22][cH:23]1.